describe an organic reaction: reactants, conditions, products, and yield From a dataset of the Open Reaction Database (ORD), a public repository of structured organic reaction records. The reactants are O=C([O-])[O-], COCCOC, [Cs+], [Cs+], Nc1ccc(Oc2ccnc3cc(I)sc23)c(F)c1, O=C(c1ccc(B(O)O)cc1)N1CCOCC1, O, c1ccc(P(c2ccccc2)(c2ccccc2)[Pd](P(c2ccccc2)(c2ccccc2)c2ccccc2)(P(c2ccccc2)(c2ccccc2)c2ccccc2)P(c2ccccc2)(c2ccccc2)c2ccccc2)cc1. The product is Nc1ccc(Oc2ccnc3cc(-c4ccc(C(=O)N5CCOCC5)cc4)sc23)c(F)c1. As a reaction SMILES: [C:20](=[O:21])([O-:22])[O-:23].[CH3:43][O:44][CH2:45][CH2:46][O:47][CH3:48].[Cs+:24].[Cs+:25].[F:1][c:2]1[cH:3][c:4]([NH2:5])[cH:6][cH:7][c:8]1[O:9][c:10]1[c:11]2[c:12]([n:13][cH:14][cH:15]1)[cH:16][c:17]([I:19])[s:18]2.[O:26]1[CH2:27][CH2:28][N:29]([C:32](=[O:33])[c:34]2[cH:35][cH:36][c:37]([B:40]([OH:41])[OH:42])[cH:38][cH:39]2)[CH2:30][CH2:31]1.[OH2:49].[cH:50]1[cH:51][cH:52][c:53]([P:54]([Pd:55]([P:56]([c:57]2[cH:58][cH:59][cH:60][cH:61][cH:62]2)([c:63]2[cH:64][cH:65][cH:66][cH:67][cH:68]2)[c:69]2[cH:70][cH:71][cH:72][cH:73][cH:74]2)([P:75]([c:76]2[cH:77][cH:78][cH:79][cH:80][cH:81]2)([c:82]2[cH:83][cH:84][cH:85][cH:86][cH:87]2)[c:88]2[cH:89][cH:90][cH:91][cH:92][cH:93]2)[P:94]([c:95]2[cH:96][cH:97][cH:98][cH:99][cH:100]2)([c:101]2[cH:102][cH:103][cH:104][cH:105][cH:106]2)[c:107]2[cH:108][cH:109][cH:110][cH:111][cH:112]2)([c:113]2[cH:114][cH:115][cH:116][cH:117][cH:118]2)[c:119]2[cH:120][cH:121][cH:122][cH:123][cH:124]2)[cH:125][cH:126]1>>[F:1][c:2]1[cH:3][c:4]([NH2:5])[cH:6][cH:7][c:8]1[O:9][c:10]1[c:11]2[c:12]([n:13][cH:14][cH:15]1)[cH:16][c:17](-[c:37]1[cH:36][cH:35][c:34]([C:32]([N:29]3[CH2:28][CH2:27][O:26][CH2:31][CH2:30]3)=[O:33])[cH:39][cH:38]1)[s:18]2. Starting materials: C[O-].[Na+] (sodium methoxide), [N+](=O)([O-])C=1C=C(NC1)C(=O)OCC (ethyl 4-nitro-2-pyrrolecarboxylate), CI (methyl iodide). The solvent is CO (methanol), CO (methanol). Run at temperature 35 celsius, time 10 minute. Product: CN1C(=CC(=C1)[N+](=O)[O-])C(=O)OCC (ethyl 1-methyl-4-nitro-2-pyrrolecarboxylate). As a reaction SMILES: [CH3:1][O-].[Na+].[N+:4]([C:7]1[CH:8]=[C:9]([C:12]([O:14][CH2:15][CH3:16])=[O:13])[NH:10][CH:11]=1)([O-:6])=[O:5].CI>CO>[CH3:1][N:10]1[CH:11]=[C:7]([N+:4]([O-:6])=[O:5])[CH:8]=[C:9]1[C:12]([O:14][CH2:15][CH3:16])=[O:13] |f:0.1|. Procedure: A solution of 2.5 g. of sodium methoxide in 25 ml. of methanol is cooled to 10° C. and a mixture of 7.0 g. of ethyl 4-nitro-2-pyrrolecarboxylate in 15 ml. of methanol is added. After 10 minutes, 18.6 g. of methyl iodide is added. The dark-colored solution is warmed to 35° C. for 0.5 hours, then cooled and allowed to stir at room temperature for 16 hours. Chilling and filtration affords a solid which is collected by filtration and recrystallized from ethanol to yield the product. Starting materials: C(C)(C)(C)OC([C@H]1NCC(C1)OC)=O (4-methoxy-L-proline tert-butyl ester), C(C)(C)(C)OC([C@H]1NCCC1)=O (L-proline tert-butyl ester), C(C)(=O)SCCC(=O)Cl (3-acetylthiopropanoyl chloride), COC1C[C@H](NC1)C(=O)O (4-methoxy-L-proline), N1[C@H](C(=O)O)CCC1 (L-proline), C(C)(=O)SCC(C(=O)Cl)C (3-acetylthio-2-methylpropanoyl chloride). The product is SCCC(=O)N1C(=CC(C1)OC)C(=O)O (4,5-dihydro-1-(3-mercapto-1-oxopropyl)-4-methoxy-1H-pyrrole-2-carboxylic acid). Reaction SMILES: C([O:5][C:6](=[O:14])[C@@H:7]1[CH2:11][CH:10]([O:12][CH3:13])[CH2:9][NH:8]1)(C)(C)C.COC1CN[C@H](C(O)=O)C1.N1CCC[C@H]1C(O)=O.C(OC(=O)[C@@H]1CCCN1)(C)(C)C.C([S:48][CH2:49][CH2:50][C:51](Cl)=[O:52])(=O)C.C(SCC(C)C(Cl)=O)(=O)C>>[SH:48][CH2:49][CH2:50][C:51]([N:8]1[CH2:9][CH:10]([O:12][CH3:13])[CH:11]=[C:7]1[C:6]([OH:5])=[O:14])=[O:52]. Procedure details: By substituting 4-methoxy-L-proline tert-butyl ester [prepared from 4-methoxy-L-proline by the procedure described in J. Am. Chem. Soc., 82, 3359 (1960) for L-proline] for the L-proline tert-butyl ester and 3-acetylthiopropanoyl chloride for the 3-acetylthio-2-methylpropanoyl chloride in the procedure of Example 1, and then submitting the product to the procedure of Example 2, 4,5-dihydro-1-(3-mercapto-1-oxopropyl)-4-methoxy-1H-pyrrole-2-carboxylic acid is obtained. The reactants are C1(=CC=CC=C1)CCC(=CC(=O)OCC)C (Ethyl 5-phenyl-3-methyl-2-pentenoate), [H][H] (hydrogen). The reagents and catalysts are [C].[Pd] (palladium-carbon). The solvent is C(C)(=O)OCC (ethyl acetate). Yields the product C1(=CC=CC=C1)CCC(CC(=O)OCC)C (ethyl 5-phenyl-3-methylpentanoate). As a reaction SMILES: [C:1]1([CH2:7][CH2:8][C:9]([CH3:16])=[CH:10][C:11]([O:13][CH2:14][CH3:15])=[O:12])[CH:6]=[CH:5][CH:4]=[CH:3][CH:2]=1.[H][H]>C(OCC)(=O)C.[C].[Pd]>[C:1]1([CH2:7][CH2:8][CH:9]([CH3:16])[CH2:10][C:11]([O:13][CH2:14][CH3:15])=[O:12])[CH:6]=[CH:5][CH:4]=[CH:3][CH:2]=1 |f:3.4|. Reported procedure: (1.00 g, 4.58 mmol) obtained in the above item (a) was dissolved in ethyl acetate (10 ml), and the resulting solution was subjected to hydrogen catalytic reduction by using 10% palladium-carbon (0.2 g) as a catalyst. The catalyst was filtered off and the filtrate was concentrated under reduced pressure. The resulting residue was purified by a silica gel column chromatography (eluent: ethyl acetate/n-hexane=1/30) to obtain 0.82 g of ethyl 5-phenyl-3-methylpentanoate.